Dataset: the Open Reaction Database (ORD), a public repository of structured organic reaction records. Task: describe an organic reaction: reactants, conditions, products, and yield RXN SMILES: [Cl:1][C:2]([C:3]([Cl:4])=[O:5])=[O:6].[Cl:29][CH2:30][Cl:31].[NH2:20][c:21]1[n:22][cH:23][n:24][cH:25][c:26]1[C:27]#[N:28].[O:32]=[CH:33][N:34]([CH3:35])[CH3:36].[c:7]1([CH2:13][CH2:14][CH2:15][CH2:16][C:17](=[O:18])[OH:19])[cH:8][cH:9][cH:10][cH:11][cH:12]1.[cH:37]1[cH:38][cH:39][n:40][cH:41][cH:42]1>>[c:7]1([CH2:13][CH2:14][CH2:15][CH2:16][C:17](=[O:19])[NH:20][c:21]2[n:22][cH:23][n:24][cH:25][c:26]2[C:27]#[N:28])[cH:8][cH:9][cH:10][cH:11][cH:12]1. The product is N#Cc1cncnc1NC(=O)CCCCc1ccccc1. Starting materials: O=C(Cl)C(=O)Cl, ClCCl, N#Cc1cncnc1N, CN(C)C=O, O=C(O)CCCCc1ccccc1, c1ccncc1.